From a dataset of the Open Reaction Database (ORD), a public repository of structured organic reaction records. describe an organic reaction: reactants, conditions, products, and yield Reactants: [NH4+].[Cl-] (NH4Cl), [H-].[H-].[H-].[H-].[Li+].[Al+3] (LAH), COC1=CC=C2C(=NNC2=C1)C(=O)O (6-methoxy-1H-indazole-3-carboxylic acid). The reagents and catalysts are O=[Mn]=O (MnO2). Solvent: C(Cl)Cl (CH2Cl2), C1CCOC1 (THF), CCOCC (ether). Conditions: temperature 0 celsius, time 10 minute. Product: COC1=CC=C2C(=NNC2=C1)C=O (6-methoxy-1H-indazole-3-carbaldehyde). Yield: 54.6%. Reaction SMILES: [CH3:1][O:2][C:3]1[CH:11]=[C:10]2[C:6]([C:7]([C:12](O)=[O:13])=[N:8][NH:9]2)=[CH:5][CH:4]=1.[H-].[H-].[H-].[H-].[Li+].[Al+3].[NH4+].[Cl-]>C1COCC1.C(Cl)Cl.CCOCC.O=[Mn]=O>[CH3:1][O:2][C:3]1[CH:11]=[C:10]2[C:6]([C:7]([CH:12]=[O:13])=[N:8][NH:9]2)=[CH:5][CH:4]=1 |f:1.2.3.4.5.6,7.8|. Procedure details: A mixture of 6-methoxy-1H-indazole-3-carboxylic acid (0.200 g, 1.04 mmol) in THF (15 mL) was stirred for 10 min at 0° C. under N2. LAH was added and the mixture was stirred overnight at room temperature under N2. Then, an aqueous NH4Cl solution (5 mL) was added and the reaction mixture was concentrated to half its volume and extracted with EtOAc. The organic layer was washed with brine and water, dried over anhydrous MgSO4, and the solvent removed in vacuo to give a residue. MnO2 (0.680 g, 7.8 m... Reactants: ClCCl, O=[O+][O-], O, C=CCC(NS(=O)(=O)c1ccccc1)c1ccccc1. RXN SMILES: [Cl:25][CH2:26][Cl:27].[O-:1][O+:2]=[O:3].[O:24].[c:4]1([CH:10]([CH2:11][CH:12]=[CH2:13])[NH:14][S:15](=[O:16])(=[O:17])[c:18]2[cH:19][cH:20][cH:21][cH:22][cH:23]2)[cH:5][cH:6][cH:7][cH:8][cH:9]1>>[O:1]=[CH:12][CH2:11][CH:10]([c:4]1[cH:5][cH:6][cH:7][cH:8][cH:9]1)[NH:14][S:15](=[O:16])(=[O:17])[c:18]1[cH:19][cH:20][cH:21][cH:22][cH:23]1. Product: O=CCC(NS(=O)(=O)c1ccccc1)c1ccccc1.